Dataset: the Open Reaction Database (ORD), a public repository of structured organic reaction records. Task: describe an organic reaction: reactants, conditions, products, and yield Starting materials: CC(=O)O, CCO, CO, [H][H], Nc1nc(Oc2ccc(OCc3ccccc3)cc2)nc2nc(-c3ccco3)nn12. Yields the product Nc1nc(Oc2ccc(O)cc2)nc2nc(-c3ccco3)nn12. RXN SMILES: [CH3:31][C:32](=[O:33])[OH:34].[CH3:37][CH2:38][OH:39].[CH3:40][OH:41].[H:35][H:36].[NH2:1][c:2]1[n:3][c:4]([O:16][c:17]2[cH:18][cH:19][c:20]([O:23][CH2:24][c:25]3[cH:26][cH:27][cH:28][cH:29][cH:30]3)[cH:21][cH:22]2)[n:5][c:6]2[n:7]1[n:8][c:9](-[c:11]1[o:12][cH:13][cH:14][cH:15]1)[n:10]2>>[NH2:1][c:2]1[n:3][c:4]([O:16][c:17]2[cH:18][cH:19][c:20]([OH:23])[cH:21][cH:22]2)[n:5][c:6]2[n:7]1[n:8][c:9](-[c:11]1[o:12][cH:13][cH:14][cH:15]1)[n:10]2. Reactants: [Br-].C1(CC1)[P+](C1=CC=CC=C1)(C1=CC=CC=C1)C1=CC=CC=C1 (Cyclopropyltriphenylphosphonium bromide), [Li+].CCC[CH2-] (N-Butyllithium), C1COC2(CCC(CC2)=O)O1 (1,4-Cyclohexane dione mono ethylene ketal). Run in C1CCOC1 (THF), C1CCOC1 (THF), C1CCOC1 (THF). Run at temperature -60 celsius. Product: C1(CC1)=C1CCC2(OCCO2)CC1 (8-cyclopropylidene-1,4-dioxa-spiro[4.5]decane). Yield: 53.3%. RXN SMILES: [Br-].C1([P+](C2C=CC=CC=2)(C2C=CC=CC=2)C2C=CC=CC=2)CC1.[Li+].[CH3:25][CH2:26][CH2:27][CH2-:28].[CH2:29]1[O:39][C:32]2([CH2:37][CH2:36]C(=O)[CH2:34][CH2:33]2)[O:31][CH2:30]1>C1COCC1>[C:26]1(=[C:25]2[CH2:36][CH2:37][C:32]3([O:39][CH2:29][CH2:30][O:31]3)[CH2:33][CH2:34]2)[CH2:28][CH2:27]1 |f:0.1,2.3|. Procedure: Cyclopropyltriphenylphosphonium bromide (10.8 g, 28 mmol) was suspended in dry THF (30 mL) and cooled to −60° C. N-Butyllithium (1.6M in THF, 17 mL, 27 mmol) was added dropwise at −40 to −60° C. The temperature was raised to 20° C. and after 3 hours at this temperature, the reaction mixture was cooled to −60° C. 1,4-Cyclohexane dione mono ethylene ketal (4.0 g, 26 mmol) dissolved in THF (30 mL) was added at −60° C. whereafter the temperature was raised to 20° C. After 16 hours the reaction mixtu... Reactants: [BH4-], CC(C)C(=O)CC1CC(N(C)C(C)C)CCC1N(Cc1ccccc1)Cc1ccccc1, CO, [Cl-], [NH4+], [Na+], [Na+], O=C([O-])O. Product: CC(C)C(O)CC1CC(N(C)C(C)C)CCC1N(Cc1ccccc1)Cc1ccccc1. RXN SMILES: [BH4-:33].[CH2:1]([c:2]1[cH:3][cH:4][cH:5][cH:6][cH:7]1)[N:8]([CH:9]1[CH:10]([CH2:20][C:21]([CH:22]([CH3:23])[CH3:24])=[O:25])[CH2:11][CH:12]([N:15]([CH3:16])[CH:17]([CH3:18])[CH3:19])[CH2:13][CH2:14]1)[CH2:26][c:27]1[cH:28][cH:29][cH:30][cH:31][cH:32]1.[CH3:42][OH:43].[Cl-:35].[NH4+:36].[Na+:34].[Na+:41].[O-:37][C:38]([OH:39])=[O:40]>>[CH2:1]([c:2]1[cH:3][cH:4][cH:5][cH:6][cH:7]1)[N:8]([CH:9]1[CH:10]([CH2:20][CH:21]([CH:22]([CH3:23])[CH3:24])[OH:25])[CH2:11][CH:12]([N:15]([CH3:16])[CH:17]([CH3:18])[CH3:19])[CH2:13][CH2:14]1)[CH2:26][c:27]1[cH:28][cH:29][cH:30][cH:31][cH:32]1. The reactants are N(CCCCCCCC)(CCCCCCCC)CCO ((C8H17)2NCH2CH2OH), CS(=O)(=O)Cl (methanesulfonyl chloride), [OH-].[Na+] (sodium hydroxide). Run in C(C)#N (acetonitrile), O (water). Reaction conditions: temperature 10 celsius. The product is N(CCCCCCCC)(CCCCCCCC)CCOS(=O)(=O)C ((C8H17)2NCH2CH2OSO2CH3). Isolated yield 74.3%. As a reaction SMILES: [N:1]([CH2:18][CH2:19][OH:20])([CH2:10][CH2:11][CH2:12][CH2:13][CH2:14][CH2:15][CH2:16][CH3:17])[CH2:2][CH2:3][CH2:4][CH2:5][CH2:6][CH2:7][CH2:8][CH3:9].[CH3:21][S:22](Cl)(=[O:24])=[O:23].[OH-].[Na+]>C(#N)C.O>[N:1]([CH2:18][CH2:19][O:20][S:22]([CH3:21])(=[O:24])=[O:23])([CH2:10][CH2:11][CH2:12][CH2:13][CH2:14][CH2:15][CH2:16][CH3:17])[CH2:2][CH2:3][CH2:4][CH2:5][CH2:6][CH2:7][CH2:8][CH3:9] |f:2.3|. Reported procedure: In 200 ml of acetonitrile was dissolved 28.5 g (0.1 mol) of (C8H17)2NCH2CH2OH and then 11.5 g (0.1 mol) of methanesulfonyl chloride was added dropwise to the solution with stirring at 10° C. Then, after stirring the mixture for 3 hours at temperatures below 20° C., the reaction mixture was neutralized carefully with a solution of 4 g (0.1 mol) of sodium hydroxide in 40 ml of water. After concentrating the reaction mixture under reduced pressure, the residue was dispersed in 1 liter of water and ... Starting materials: ClC1=CC=C(C(=O)OC)C=C1 (methyl 4-chlorobenzoate), [O-]P(=O)([O-])[O-].[K+].[K+].[K+] (K3PO4), NC1=CC=CC=C1 (aniline), Ph5FcP(t-Bu)2. The reagents and catalysts are C=1C=CC(=CC1)/C=C/C(=O)/C=C/C2=CC=CC=C2.C=1C=CC(=CC1)/C=C/C(=O)/C=C/C2=CC=CC=C2.[Pd] (Pd(dba)2). Solvent: COCCOC (DME). The product is COC(=O)C1=CC=C(C=C1)N(C1=CC=CC=C1)C1=CC=CC=C1 (4-methoxycarbonylphenyl-diphenylamine). The yield is 140.7%. RXN SMILES: Cl[C:2]1[CH:11]=[CH:10][C:5]([C:6]([O:8][CH3:9])=[O:7])=[CH:4][CH:3]=1.[NH2:12][C:13]1[CH:18]=[CH:17][CH:16]=[CH:15][CH:14]=1.[O-]P([O-])([O-])=O.[K+].[K+].[K+]>COCCOC.C1C=CC(/C=C/C(/C=C/C2C=CC=CC=2)=O)=CC=1.C1C=CC(/C=C/C(/C=C/C2C=CC=CC=2)=O)=CC=1.[Pd]>[CH3:9][O:8][C:6]([C:5]1[CH:10]=[CH:11][C:2]([N:12]([C:2]2[CH:11]=[CH:10][CH:5]=[CH:4][CH:3]=2)[C:13]2[CH:18]=[CH:17][CH:16]=[CH:15][CH:14]=2)=[CH:3][CH:4]=1)=[O:7] |f:2.3.4.5,7.8.9|. Reported procedure: According to the general procedure A, methyl 4-chlorobenzoate (88 mg, 0.52 mmol) reacted with aniline (57 mg, 0.61 mmol) using 1 mol % of Pd(dba)2, 2 mol % of Ph5FcP(t-Bu)2, and K3PO4 (260 mg, 1.23 mmol) in DME at 100° C. for 24 h to give the title compound (111 mg, 96%) as a solid: 1H-NMR (400 MHz, CDCl3): δ 7.94 (d, 2H, J=7.6 Hz), 7.35 (t, 2H, J=6.0 and 7.6 Hz), 7.19 (d, 2H, J=7.6 Hz), 7.08 (t, 1H, J=7.6 Hz), 7.01 (d, 2H, J=8.8 Hz), 6.27 (bs, 1H), 3.89 (s, 3H). 13C{1H}-NMR (100 MHz, CDCl3): δ ... Reactants: [OH-].[NH4+] (ammonium hydroxide), NC=1C(=CC(=C(C1)NC(CN(C)C)=O)C)OC (N1-[5-amino-2-methyl-4-(methyloxy)phenyl]-N2,N2-dimethylglycinamide), Cl.ClC1=NC2=C(C3=NC4=CC=CC(=C4C(N31)=O)F)C=CN2S(=O)(=O)C2=CC=C(C=C2)C (5-chloro-8-fluoro-3-[(4-methylphenyl)sulfonyl]pyrrolo[2′,3′:4,5]pyrimido[6,1-b]quinazolin-7(3H)-one HCl salt). Run in C1CCOC1 (THF), FC(CO)(F)F (2,2,2-trifluoroethanol), CCOC(=O)C (EtOAc). Run at temperature 60 celsius, time 45 minute. Product: CN(CC(=O)NC=1C(=CC(=C(C1)NC1=NC(=C2C(N1)=NC=C2)NC2=C(C(=O)N)C(=CC=C2)F)OC)C)C (2-[(2-{[5-[(N,N-dimethylglycyl)amino]-4-methyl-2-(methyloxy)phenyl]amino}-1H-pyrrolo[2,3-d]pyrimidin-4-yl)amino]-6-fluorobenzamide). RXN SMILES: Cl.Cl[C:3]1[N:16]2[C:7](=[N:8][C:9]3[C:14]([C:15]2=[O:17])=[C:13]([F:18])[CH:12]=[CH:11][CH:10]=3)[C:6]2[CH:19]=[CH:20][N:21](S(C3C=CC(C)=CC=3)(=O)=O)[C:5]=2[N:4]=1.[NH2:32][C:33]1[C:34]([O:47][CH3:48])=[CH:35][C:36]([CH3:46])=[C:37]([NH:39][C:40](=[O:45])[CH2:41][N:42]([CH3:44])[CH3:43])[CH:38]=1.[OH-].[NH4+:50]>FC(F)(F)CO.C1COCC1.CCOC(C)=O>[CH3:43][N:42]([CH3:44])[CH2:41][C:40]([NH:39][C:37]1[C:36]([CH3:46])=[CH:35][C:34]([O:47][CH3:48])=[C:33]([NH:32][C:3]2[NH:4][C:5]3=[N:21][CH:20]=[CH:19][C:6]3=[C:7]([NH:8][C:9]3[CH:10]=[CH:11][CH:12]=[C:13]([F:18])[C:14]=3[C:15]([NH2:50])=[O:17])[N:16]=2)[CH:38]=1)=[O:45] |f:0.1,3.4|. Reported procedure: To a suspension of 5-chloro-8-fluoro-3-[(4-methylphenyl)sulfonyl]pyrrolo[2′,3′:4,5]pyrimido[6,1-b]quinazolin-7(3H)-one HCl salt (375 mg, 0.782 mmol) in 2,2,2-trifluoroethanol (10 mL) was added N1-[5-amino-2-methyl-4-(methyloxy)phenyl]-N2,N2-dimethylglycinamide (204 mg, 0.861 mmol). The resulting mixture was let stir at 60° C. for 45 min. Solvents were removed under reduced pressure to afford a green residue. Half of this material was dissolved in THF (10 mL) and aqueous ammonium hydroxide (27%) ...